From a dataset of the Open Reaction Database (ORD), a public repository of structured organic reaction records. describe an organic reaction: reactants, conditions, products, and yield Starting materials: aqueous solution, [OH-].[Na+] (sodium hydroxide), CCOC(=O)C1C(C1(C)C)C=C(C)C (ethyl chrysanthemate). Run in C(C)O (ethanol). Reported procedure: In a 500 ml volume four-necked flask, there were charged ethyl chrysanthemate consisting of 33.6 % of the cis-isomer and 66.4 % of the trans-isomer (100 g; trans-isomer, 0.34 mol), a 25 % aqueous solution of sodium hydroxide (30 g; NaOH, 0.19 mol) and ethanol (50 g), and the mixture was stirred at 60°C for 5 hours as in Example 1. After removing ethanol by distillation, the reaction mixture was treated as in Example 1 to give trans-chrysanthemic acid (28.7 g; trans-isomer, 90.0 %) and unreacted ... As a reaction SMILES: CC[O:3][C:4]([CH:6]1[C:8]([CH3:10])([CH3:9])[CH:7]1[CH:11]=[C:12]([CH3:14])[CH3:13])=[O:5].[OH-].[Na+]>C(O)C>[CH3:13][C:12]([CH3:14])=[CH:11][C@H:7]1[C:8]([CH3:9])([CH3:10])[C@@H:6]1[C:4]([OH:5])=[O:3] |f:1.2|. The yield is 90.0%. Yields the product CC(=C[C@@H]1[C@H](C1(C)C)C(=O)O)C (trans-chrysanthemic acid).